From a dataset of the Open Reaction Database (ORD), a public repository of structured organic reaction records. describe an organic reaction: reactants, conditions, products, and yield Reactants: C(C)OC(=O)C=1C(=C2C(=C(N1)Br)N(C(=C2C#N)C2=CC=C(C=C2)F)C2=CC=CC=C2)O (7-bromo-3-cyano-2-(4-fluoro-phenyl)-4-hydroxy-1-phenyl-1H-pyrrolo[2,3-c]pyridine-5-carboxylic acid ethyl ester), C(#N)[Cu] (CuCN). Product: C(C)OC(=O)C=1C(=C2C(=C(N1)C#N)N(C(=C2C#N)C2=CC=C(C=C2)F)C2=CC=CC=C2)O (3,7-Dicyano-2-(4-fluoro-phenyl)-4-hydroxy-1-phenyl-1H-pyrrolo[2,3-c]pyridine-5-carboxylic acid ethyl ester). RXN SMILES: [CH2:1]([O:3][C:4]([C:6]1[C:7]([OH:31])=[C:8]2[C:15]([C:16]#[N:17])=[C:14]([C:18]3[CH:23]=[CH:22][C:21]([F:24])=[CH:20][CH:19]=3)[N:13]([C:25]3[CH:30]=[CH:29][CH:28]=[CH:27][CH:26]=3)[C:9]2=[C:10](Br)[N:11]=1)=[O:5])[CH3:2].[C:32]([Cu])#[N:33]>>[CH2:1]([O:3][C:4]([C:6]1[C:7]([OH:31])=[C:8]2[C:15]([C:16]#[N:17])=[C:14]([C:18]3[CH:23]=[CH:22][C:21]([F:24])=[CH:20][CH:19]=3)[N:13]([C:25]3[CH:30]=[CH:29][CH:28]=[CH:27][CH:26]=3)[C:9]2=[C:10]([C:32]#[N:33])[N:11]=1)=[O:5])[CH3:2]. Procedure: Prepared in analogy to that of Example 105(a) from 7-bromo-3-cyano-2-(4-fluoro-phenyl)-4-hydroxy-1-phenyl-1H-pyrrolo[2,3-c]pyridine-5-carboxylic acid ethyl ester and CuCN. The title compound, ESI MS (m/z): 427 (M+H)+. The reactants are C(C)(C)(C)OC(N(CC=1OC=CN1)C=1C=NC=CC1I)=O ((4-iodo-pyridin-3-yl)-oxazol-2-ylmethyl-carbamic acid tert-butyl ester), FC1=CC(=C(C=C1)B(O)O)OC (4-fluoro-2-methoxyphenyl-boronic acid). The solvent is CCCCCCC.CCOC(=O)C (n-heptane EtOAc). Yields the product C(C)(C)(C)OC(N(CC=1OC=CN1)C=1C=NC=CC1C1=C(C=C(C=C1)F)OC)=O ([4-(4-Fluoro-2-methoxy-phenyl)-pyridin-3-yl]-oxazol-2-ylmethyl-carbamic acid tert-butyl ester). Reaction SMILES: [C:1]([O:5][C:6](=[O:21])[N:7]([C:14]1[CH:15]=[N:16][CH:17]=[CH:18][C:19]=1I)[CH2:8][C:9]1[O:10][CH:11]=[CH:12][N:13]=1)([CH3:4])([CH3:3])[CH3:2].[F:22][C:23]1[CH:28]=[CH:27][C:26](B(O)O)=[C:25]([O:32][CH3:33])[CH:24]=1>CCCCCCC.CCOC(C)=O>[C:1]([O:5][C:6](=[O:21])[N:7]([C:14]1[CH:15]=[N:16][CH:17]=[CH:18][C:19]=1[C:26]1[CH:27]=[CH:28][C:23]([F:22])=[CH:24][C:25]=1[O:32][CH3:33])[CH2:8][C:9]1[O:10][CH:11]=[CH:12][N:13]=1)([CH3:4])([CH3:3])[CH3:2] |f:2.3|. Reported procedure: The title compound was prepared in analogy to example 72, from (4-iodo-pyridin-3-yl)-oxazol-2-ylmethyl-carbamic acid tert-butyl ester and 4-fluoro-2-methoxyphenyl-boronic acid (CAS RN 179899-07-1) and using a gradient of n-heptane:EtOAc (100:0 to 0:100) for the chromatographic purification. Colorless solid (70%). MS (ESI): m/z=400.167 [M+H]+. Starting materials: BrB(Br)Br, COc1c(-c2ccc3cccc(Br)c3n2)cc(C(C)(C)C)cc1C(C)(C)C, ClCCl, O. Product: CC(C)(C)c1cc(-c2ccc3cccc(Br)c3n2)c(O)c(C(C)(C)C)c1. Reaction SMILES: [B:28]([Br:29])([Br:30])[Br:31].[Br:1][c:2]1[cH:3][cH:4][cH:5][c:6]2[cH:7][cH:8][c:9](-[c:12]3[c:13]([O:26][CH3:27])[c:14]([C:22]([CH3:23])([CH3:24])[CH3:25])[cH:15][c:16]([C:18]([CH3:19])([CH3:20])[CH3:21])[cH:17]3)[n:10][c:11]12.[Cl:32][CH2:33][Cl:34].[OH2:35]>>[Br:1][c:2]1[cH:3][cH:4][cH:5][c:6]2[cH:7][cH:8][c:9](-[c:12]3[c:13]([OH:26])[c:14]([C:22]([CH3:23])([CH3:24])[CH3:25])[cH:15][c:16]([C:18]([CH3:19])([CH3:20])[CH3:21])[cH:17]3)[n:10][c:11]12. Reactants: FC=1C=C(C=CC1OC1=C2C(=NC=C1)NC=C2)NC2=NC(=NC(=C2)C2CNCCC2)N (N4-[3-Fluoro-4-(1H-pyrrolo[2,3-b]pyridin-4-yloxy)phenyl]-6-piperidin-3-ylpyrimidine-2,4-diamine), C(C)(=O)OC(C)=O (acetic anhydride). Solvent: C(C)O (ethanol). Run at time 18 hour. Product: C(C)(=O)N1CC(CCC1)C1=CC(=NC(=N1)N)NC1=CC(=C(C=C1)OC1=C2C(=NC=C1)NC=C2)F (6-(1-Acetylpiperidin-3-yl)-N4-[3-fluoro-4-(1H-pyrrolo[2,3-b]pyridin-4-yloxy)phenyl]pyrimidine-2,4-diamine). As a reaction SMILES: [F:1][C:2]1[CH:3]=[C:4]([NH:18][C:19]2[CH:24]=[C:23]([CH:25]3[CH2:30][CH2:29][CH2:28][NH:27][CH2:26]3)[N:22]=[C:21]([NH2:31])[N:20]=2)[CH:5]=[CH:6][C:7]=1[O:8][C:9]1[CH:14]=[CH:13][N:12]=[C:11]2[NH:15][CH:16]=[CH:17][C:10]=12.[C:32](OC(=O)C)(=[O:34])[CH3:33]>C(O)C>[C:32]([N:27]1[CH2:28][CH2:29][CH2:30][CH:25]([C:23]2[N:22]=[C:21]([NH2:31])[N:20]=[C:19]([NH:18][C:4]3[CH:5]=[CH:6][C:7]([O:8][C:9]4[CH:14]=[CH:13][N:12]=[C:11]5[NH:15][CH:16]=[CH:17][C:10]=45)=[C:2]([F:1])[CH:3]=3)[CH:24]=2)[CH2:26]1)(=[O:34])[CH3:33]. Procedure details: 50 mg (0.119 mmol) of N4-[3-fluoro-4-(1H-pyrrolo[2,3-b]pyridin-4-yloxy)phenyl]-6-piperidin-3-ylpyrimidine-2,4-diamine (from example 134) are suspended in ethanol. 0.013 ml (0.146 mmol) of acetic anhydride are added, and the mixture is stirred at room temperature for 18 hours. The mixture is then concentrated. The residue is purified by preparative HPLC. Reactants: C(C)(=O)NC1=CC(=C(C(=O)O)C=C1Cl)OC (4-acetamido-5-chloro-2-methoxybenzoic acid), S(=O)(Cl)Cl (thionyl chloride), NC1CN(CC1)C (3-amino-1-methylpyrrolidine). Procedure details: A suspension of 5.3 g. (0.022 mole) of 4-acetamido-5-chloro-2-methoxybenzoic acid in 30 ml. of thionyl chloride was refluxed for two hours and then concentrated. To the concentrate was added 100 ml. of chloroform and the solution was again concentrated. The residue was again dissolved in chloroform and added at a rapid drop to chloroform solution containing 2.4 g. (0.024 mole) of 3-amino-1-methylpyrrolidine. The solution was stirred for one hour and concentrated. The residue was dissolved in 100... Run at time 1 hour. Yields the product NC1=CC(=C(C(=O)NC2CN(CC2)C)C=C1Cl)OC (4-Amino-5-chloro-2-methoxy-N-(1-methyl-3-pyrrolidinyl)benzamide). As a reaction SMILES: C([NH:4][C:5]1[C:13]([Cl:14])=[CH:12][C:8]([C:9]([OH:11])=O)=[C:7]([O:15][CH3:16])[CH:6]=1)(=O)C.S(Cl)(Cl)=O.[NH2:21][CH:22]1[CH2:26][CH2:25][N:24]([CH3:27])[CH2:23]1>>[NH2:4][C:5]1[C:13]([Cl:14])=[CH:12][C:8]([C:9]([NH:21][CH:22]2[CH2:26][CH2:25][N:24]([CH3:27])[CH2:23]2)=[O:11])=[C:7]([O:15][CH3:16])[CH:6]=1.